From a dataset of the Open Reaction Database (ORD), a public repository of structured organic reaction records. describe an organic reaction: reactants, conditions, products, and yield Starting materials: CCCC[N+](CCCC)(CCCC)CCCC, CC(=O)c1ccc2c(c1)N(CCCCCCO[Si](C)(C)C(C)(C)C)c1ccccc1S2, CCOC(C)=O, [F-], C1CCOC1. Yields the product CC(=O)c1ccc2c(c1)N(CCCCCCO)c1ccccc1S2. As a reaction SMILES: [CH2:33]([N+:34]([CH2:35][CH2:36][CH2:37][CH3:38])([CH2:39][CH2:40][CH2:41][CH3:42])[CH2:43][CH2:44][CH2:45][CH3:46])[CH2:47][CH2:48][CH3:49].[CH3:1][C:2]([Si:3]([CH3:4])([CH3:5])[O:6][CH2:7][CH2:8][CH2:9][CH2:10][CH2:11][CH2:12][N:13]1[c:14]2[cH:15][cH:16][cH:17][cH:18][c:19]2[S:20][c:21]2[cH:22][cH:23][c:24]([C:27]([CH3:28])=[O:29])[cH:25][c:26]21)([CH3:30])[CH3:31].[CH3:55][CH2:56][O:57][C:58](=[O:59])[CH3:60].[F-:32].[O:50]1[CH2:51][CH2:52][CH2:53][CH2:54]1>>[OH:6][CH2:7][CH2:8][CH2:9][CH2:10][CH2:11][CH2:12][N:13]1[c:14]2[cH:15][cH:16][cH:17][cH:18][c:19]2[S:20][c:21]2[cH:22][cH:23][c:24]([C:27]([CH3:28])=[O:29])[cH:25][c:26]21. Starting materials: C(C(C)C)(=O)N1CCN(CC1)C(=O)C=1C=C(C=O)C=CC1 (3-(4-isobutyrylpiperazine-1-carbonyl)benzaldehyde), N1=CC=C(C=C1)\C=N\C1=C2COC(C2=CC=C1)=O ((E)-4-(pyridin-4-ylmethyleneamino)-isobenzofuran-1(3H)-one), C(CC)(=O)OCC (ethyl propionate), C[O-].[Na+] (sodium methoxide), CO (methanol). Conditions: temperature 0 celsius, time 18 hour. Yields the product C(C(C)C)(=O)N1CCN(CC1)C(=O)C=1C=C(C=CC1)C1C(NC=2C=CC=C(C2C1=O)C(=O)OC)C1=CC=NC=C1 (methyl 3-(3-(4-isobutyryl piperazine-1-carbonyl)phenyl)-4-oxo-2-(pyridin-4-yl)-1,2,3,4-tetrahydroquinoline-5-carboxylate). Yield: 26.0%. As a reaction SMILES: [C:1]([N:6]1[CH2:11][CH2:10][N:9]([C:12]([C:14]2[CH:15]=[C:16]([CH:19]=[CH:20][CH:21]=2)[CH:17]=O)=[O:13])[CH2:8][CH2:7]1)(=[O:5])[CH:2]([CH3:4])[CH3:3].[N:22]1[CH:27]=[CH:26][C:25](/[CH:28]=[N:29]/[C:30]2[CH:38]=[CH:37][CH:36]=C3C=2COC3=O)=[CH:24][CH:23]=1.[CH3:40][O-:41].[Na+].CO.[C:45]([O:49][CH2:50]C)(=[O:48])[CH2:46][CH3:47]>>[C:1]([N:6]1[CH2:11][CH2:10][N:9]([C:12]([C:14]2[CH:15]=[C:16]([CH:17]3[C:40](=[O:41])[C:47]4[C:46]([C:45]([O:49][CH3:50])=[O:48])=[CH:36][CH:37]=[CH:38][C:30]=4[NH:29][CH:28]3[C:25]3[CH:24]=[CH:23][N:22]=[CH:27][CH:26]=3)[CH:19]=[CH:20][CH:21]=2)=[O:13])[CH2:8][CH2:7]1)(=[O:5])[CH:2]([CH3:4])[CH3:3] |f:2.3|. Procedure details: A mixture of 3-(4-isobutyrylpiperazine-1-carbonyl)benzaldehyde (288 mg, 1 mmol) and (E)-4-(pyridin-4-ylmethyleneamino)-isobenzofuran-1(3H)-one (238 mg, 1 mmol) in ethyl propionate (7.5 mL) was cooled to 0° C. Then a solution of sodium methoxide in methanol [sodium (92 mg, 4 mmol) in methanol (7.5 mL)] was added drop-wise. After the addition, the mixture was stirred at 25° C. for 18 hr. The mixture was quenched with water (10 mL) and solvent was removed in vacuum. The residue was dissolved in wat... Starting materials: C(O)([O-])=O.[Na+] (sodium hydrogen carbonate), FC=1C=C(C=CC1O)NC(OCC1=CC=CC=C1)=O (benzyl (3-fluoro-4-hydroxyphenyl)carbamate), C([O-])([O-])=O.[Cs+].[Cs+] (cesium carbonate), ClC=1C=CC(=NC1)[N+](=O)[O-] (5-chloro-2-nitropyridine). Solvent: O (water), CS(=O)C (dimethyl sulfoxide). Conditions: time 3 hour. Yields the product FC=1C=C(C=CC1OC=1C=NC(=CC1)[N+](=O)[O-])NC(OCC1=CC=CC=C1)=O (benzyl {3-fluoro-4-[(6-nitropyridin-3-yl)oxy]phenyl}carbamate). Yield: 82.6%. RXN SMILES: [F:1][C:2]1[CH:3]=[C:4]([NH:9][C:10](=[O:19])[O:11][CH2:12][C:13]2[CH:18]=[CH:17][CH:16]=[CH:15][CH:14]=2)[CH:5]=[CH:6][C:7]=1[OH:8].C(=O)([O-])[O-].[Cs+].[Cs+].Cl[C:27]1[CH:28]=[CH:29][C:30]([N+:33]([O-:35])=[O:34])=[N:31][CH:32]=1.C(=O)([O-])O.[Na+]>CS(C)=O.O>[F:1][C:2]1[CH:3]=[C:4]([NH:9][C:10](=[O:19])[O:11][CH2:12][C:13]2[CH:14]=[CH:15][CH:16]=[CH:17][CH:18]=2)[CH:5]=[CH:6][C:7]=1[O:8][C:27]1[CH:32]=[N:31][C:30]([N+:33]([O-:35])=[O:34])=[CH:29][CH:28]=1 |f:1.2.3,5.6|. Reported procedure: To a solution of benzyl (3-fluoro-4-hydroxyphenyl)carbamate (80 g, 252 mmol) in dimethyl sulfoxide (600 mL) were added cesium carbonate (123 g, 378 mmol) and 5-chloro-2-nitropyridine (40 g, 252 mmol), and the mixture was stirred at room temperature for 3 hr. Saturated aqueous sodium hydrogen carbonate (1000 mL) and water (1000 mL) were added to the reaction mixture, and the mixture was extracted twice with ethyl acetate. The combined organic layer was washed with saturated brine, dried over anhy...